The task is: describe an organic reaction: reactants, conditions, products, and yield. This data is from the Open Reaction Database (ORD), a public repository of structured organic reaction records. Starting materials: O=C([O-])O, CCO, Cl, [Fe], O=[N+]([O-])c1cccc(Cc2ccco2)c1, [Na+]. Product: Nc1cccc(Cc2ccco2)c1. Reaction SMILES: [C:17](=[O:18])([OH:19])[O-:20].[CH3:22][CH2:23][OH:24].[ClH:16].[Fe:25].[N+:1]([O-:2])(=[O:3])[c:4]1[cH:5][c:6]([CH2:7][c:8]2[o:9][cH:10][cH:11][cH:12]2)[cH:13][cH:14][cH:15]1.[Na+:21]>>[NH2:1][c:4]1[cH:5][c:6]([CH2:7][c:8]2[o:9][cH:10][cH:11][cH:12]2)[cH:13][cH:14][cH:15]1. Reactants: OC[C@H]1[C@H](CC(N1C)=O)C1=CC=CC=C1 ((±)-(4R*,5R*)-5-(hydroxymethyl)-1-methyl-4-phenylpyrrolidin-2-one), OC[C@H]1[C@H](CC(N1C)=O)C1=CC=CC=C1 ((±)-(4R*,5R*)-5-(hydroxymethyl)-1-methyl-4-phenylpyrrolidin-2-one), C1=CC=C(C=C1)P(C2=CC=CC=C2)C3=CC=CC=C3 (PPh3), ClC=1C=C(C=CC1)O (3-chlorophenol), CC(C)OC(=O)/N=N/C(=O)OC(C)C (DIAD). Run in C1CCOC1 (THF). Run at time 8 hour. The product is ClC=1C=C(OC[C@H]2[C@H](CC(N2C)=O)C2=CC=CC=C2)C=CC1 ((±)-(4R*,5R*)-5-[(3-chlorophenoxy)methyl]-1-methyl-4-phenylpyrrolidin-2-one). The yield is 23.0%. As a reaction SMILES: [OH:1][CH2:2][C@@H:3]1[N:7]([CH3:8])[C:6](=[O:9])[CH2:5][C@@H:4]1[C:10]1[CH:15]=[CH:14][CH:13]=[CH:12][CH:11]=1.C1C=CC(P(C2C=CC=CC=2)C2C=CC=CC=2)=CC=1.[Cl:35][C:36]1[CH:37]=[C:38](O)[CH:39]=[CH:40][CH:41]=1.CC(OC(/N=N/C(OC(C)C)=O)=O)C>C1COCC1>[Cl:35][C:36]1[CH:41]=[C:40]([CH:39]=[CH:38][CH:37]=1)[O:1][CH2:2][C@@H:3]1[N:7]([CH3:8])[C:6](=[O:9])[CH2:5][C@@H:4]1[C:10]1[CH:15]=[CH:14][CH:13]=[CH:12][CH:11]=1. Procedure details: To a solution of (±)-(4R*,5R*)-5-(hydroxymethyl)-1-methyl-4-phenylpyrrolidin-2-one (Intermediate T prepared by Method 2, 220 mg, 1.1 mmol), PPh3 (422 mg, 1.6 mmol) and 3-chlorophenol (0.13 mL, 1.6 mmol) in THF (10 mL) was added DIAD (0.31 mL, 1.6 mmol). The reaction mixture was stirred overnight, then concentrated under reduced pressure and purified by flash chromatography (30% EtOAc/CH2Cl2) to afford (±)-(4R*,5R*)-5-[(3-chlorophenoxy)methyl]-1-methyl-4-phenylpyrrolidin-2-one (80 mg, 23%) as a c... As a reaction SMILES: [C:54](=[O:55])([O-:56])[O-:57].[CH3:27][C:28]1([CH3:29])[C:30]([CH3:31])([CH3:32])[O:33][B:34]([c:35]2[cH:36][cH:37][c:38]([C:41]3([NH:45][C:46]([O:47][C:48]([CH3:49])([CH3:50])[CH3:51])=[O:52])[CH2:42][CH2:43][CH2:44]3)[cH:39][cH:40]2)[O:53]1.[CH3:61][N:62]1[CH2:63][CH2:64][CH2:65][C:66]1=[O:67].[CH3:68][OH:69].[CH3:76][N:77]1[CH2:78][CH2:79][CH2:80][C:81]1=[O:82].[Cl:1][c:2]1[n:3][c:4]2[c:5]([n:6][c:7]1-[c:8]1[cH:9][cH:10][cH:11][cH:12][cH:13]1)[n:14]1[c:15]([cH:16][cH:17]2)[n:18][n:19][c:20]1-[c:21]1[n:22][cH:23][cH:24][n:25][cH:26]1.[K+:58].[K+:59].[O:70]1[CH2:71][CH2:72][O:73][CH2:74][CH2:75]1.[OH2:60]>>[c:2]1(-[c:35]2[cH:36][cH:37][c:38]([C:41]3([NH:45][C:46]([O:47][C:48]([CH3:49])([CH3:50])[CH3:51])=[O:52])[CH2:42][CH2:43][CH2:44]3)[cH:39][cH:40]2)[n:3][c:4]2[c:5]([n:6][c:7]1-[c:8]1[cH:9][cH:10][cH:11][cH:12][cH:13]1)[n:14]1[c:15]([cH:16][cH:17]2)[n:18][n:19][c:20]1-[c:21]1[n:22][cH:23][cH:24][n:25][cH:26]1. Starting materials: O=C([O-])[O-], CC(C)(C)OC(=O)NC1(c2ccc(B3OC(C)(C)C(C)(C)O3)cc2)CCC1, CN1CCCC1=O, CO, CN1CCCC1=O, Clc1nc2ccc3nnc(-c4cnccn4)n3c2nc1-c1ccccc1, [K+], [K+], C1COCCO1, O. Product: CC(C)(C)OC(=O)NC1(c2ccc(-c3nc4ccc5nnc(-c6cnccn6)n5c4nc3-c3ccccc3)cc2)CCC1. Starting materials: known compound, C(C)(C)(C)C1=C(C(=CC(=C1)S)C(C)(C)C)O (2,6-di-t-butyl-4-mercaptophenol), C(#N)C1=CC=C(CBr)C=C1 (p-cyanobenzyl bromide), [OH-].[Na+] (sodium hydroxide), C(C)O (ethanol). Solvent: O (water). The product is C(C)(C)(C)C1=C(C(=CC(=C1)SCC1=CC=C(C=C1)C#N)C(C)(C)C)O (2,6-di-t-butyl-4-[(4-cyanophenyl)methylthio]phenol). Reaction SMILES: [C:1]([C:5]1[CH:10]=[C:9]([SH:11])[CH:8]=[C:7]([C:12]([CH3:15])([CH3:14])[CH3:13])[C:6]=1[OH:16])([CH3:4])([CH3:3])[CH3:2].[C:17]([C:19]1[CH:26]=[CH:25][C:22]([CH2:23]Br)=[CH:21][CH:20]=1)#[N:18].[OH-].[Na+].C(O)C>O>[C:12]([C:7]1[CH:8]=[C:9]([S:11][CH2:23][C:22]2[CH:25]=[CH:26][C:19]([C:17]#[N:18])=[CH:20][CH:21]=2)[CH:10]=[C:5]([C:1]([CH3:4])([CH3:3])[CH3:2])[C:6]=1[OH:16])([CH3:15])([CH3:14])[CH3:13] |f:2.3|. Procedure: A solution of 2.00 g (8.39 mmole) of the known compound 2,6-di-t-butyl-4-mercaptophenol, 1.65 g (8.39 mmole) of p-cyanobenzyl bromide, 5 ml of 1.68N sodium hydroxide and 75 ml of ethanol was heated at reflux for 48 hours. The reaction mixture was poured into water, and was then extracted with diethyl ether. The ether extract was washed with water, dried with magnesium sulfate and evaporated to give the crude product This material was purified by silica gel chromatography, eluting with 1% ethyl a... Starting materials: C=Cc1cc(-c2ccccc2OC)n2nc(Nc3ccc(N4CCN(C)CC4)cc3)ncc12, CCO. The product is CCc1cc(-c2ccccc2OC)n2nc(Nc3ccc(N4CCN(C)CC4)cc3)ncc12. As a reaction SMILES: [CH3:1][O:2][c:3]1[c:4](-[c:9]2[cH:10][c:11]([CH:32]=[CH2:33])[c:12]3[cH:13][n:14][c:15]([NH:18][c:19]4[cH:20][cH:21][c:22]([N:25]5[CH2:26][CH2:27][N:28]([CH3:31])[CH2:29][CH2:30]5)[cH:23][cH:24]4)[n:16][n:17]23)[cH:5][cH:6][cH:7][cH:8]1.[CH3:34][CH2:35][OH:36]>>[CH3:1][O:2][c:3]1[c:4](-[c:9]2[cH:10][c:11]([CH2:32][CH3:33])[c:12]3[cH:13][n:14][c:15]([NH:18][c:19]4[cH:20][cH:21][c:22]([N:25]5[CH2:26][CH2:27][N:28]([CH3:31])[CH2:29][CH2:30]5)[cH:23][cH:24]4)[n:16][n:17]23)[cH:5][cH:6][cH:7][cH:8]1. Starting materials: N1=C(C=CC2=CC=CC=C12)C(=O)O (quinoline-2-carboxylic acid), S(O)(O)(=O)=O (sulfuric acid), C(C)O (ethanol). Product: N1=C(C=CC2=CC=CC=C12)C(=O)OCC (ethyl quinoline-2-carboxylate). RXN SMILES: [N:1]1[C:10]2[C:5](=[CH:6][CH:7]=[CH:8][CH:9]=2)[CH:4]=[CH:3][C:2]=1[C:11]([OH:13])=[O:12].S(=O)(=O)(O)O.[CH2:19](O)[CH3:20]>>[N:1]1[C:10]2[C:5](=[CH:6][CH:7]=[CH:8][CH:9]=2)[CH:4]=[CH:3][C:2]=1[C:11]([O:13][CH2:19][CH3:20])=[O:12]. Procedure: 29.89 g of quinoline-2-carboxylic acid were heated under reflux for 51/2 hours in 450 ml of ethanol with the addition of 3.5 ml of sulfuric acid. The reaction mixture was worked up by evaporating it, taking up the residue in water and extracting the mixture with dichloromethane. The organic phase was washed with aqueous sodium bicarbonate solution and then with water until neutral, dried and evaporated. 32.23 g of crude ethyl quinoline-2-carboxylate were obtained as a green oil. Starting materials: ClC1=NC(=C2N=CNC2=N1)NC (2-chloro-6-(N-methylamino)-9H-purine), ClC1=C(CCl)C=CC=C1 (2-chlorobenzyl chloride). Product: ClC1=NC(=C2N=CN(C2=N1)CC1=C(C=CC=C1)Cl)NC (2-chloro-9-(2-chlorobenzyl)-6-(N-methylamino)-9H-purine). As a reaction SMILES: [Cl:1][C:2]1[N:10]=[C:9]2[C:5]([N:6]=[CH:7][NH:8]2)=[C:4]([NH:11][CH3:12])[N:3]=1.[Cl:13][C:14]1[CH:21]=[CH:20][CH:19]=[CH:18][C:15]=1[CH2:16]Cl>>[Cl:1][C:2]1[N:10]=[C:9]2[C:5]([N:6]=[CH:7][N:8]2[CH2:16][C:15]2[CH:18]=[CH:19][CH:20]=[CH:21][C:14]=2[Cl:13])=[C:4]([NH:11][CH3:12])[N:3]=1. Procedure details: In a manner analogous to that described in Example 17 it is possible, by reacting 2-chloro-6-(N-methylamino)-9H-purine (Example 6) with 2-chlorobenzyl chloride, to obtain the 2-chloro-9-(2-chlorobenzyl)-6-(N-methylamino)-9H-purine, which melts at from 203° to 204° (N,N-dimethylformamide/diethyl ether). Reactants: NC1=CC=C(C=C1)C=1SC2=C(N1)C=CC=C2 (2-(4'-aminophenyl)benzothiazole), C(C)(=O)OC(C)=O (acetic anhydride). Run in C1=CC=CC=C1 (benzene). The product is C(C)(=O)NC1=CC=C(C=C1)C=1SC2=C(N1)C=CC=C2 (2-(4'-Acetamidophenyl)benzothiazole). Yield: 87.7%. RXN SMILES: [NH2:1][C:2]1[CH:7]=[CH:6][C:5]([C:8]2[S:9][C:10]3[CH:16]=[CH:15][CH:14]=[CH:13][C:11]=3[N:12]=2)=[CH:4][CH:3]=1.[C:17](OC(=O)C)(=[O:19])[CH3:18]>C1C=CC=CC=1>[C:17]([NH:1][C:2]1[CH:3]=[CH:4][C:5]([C:8]2[S:9][C:10]3[CH:16]=[CH:15][CH:14]=[CH:13][C:11]=3[N:12]=2)=[CH:6][CH:7]=1)(=[O:19])[CH3:18]. Procedure details: A solution of 2-(4'-aminophenyl)benzothiazole (0.5 g, 2.21 mmol) in benzene (30 ml) and acetic anhydride (0.5 g) was stirred at reflux for 4 hours and then cooled. The white precipitate was filtered off and washed with benzene. Recrystallisation from ethyl acetate gave a white powder (0.52 g, 88%), m.p. 227.2-229.1° C. Starting materials: ICCCCC1=CC=C(C=C1)OCC1=CC=CC=C1 (Benzyl 4-(4-iodobutyl)phenyl ether), OCCC=1NC=CN1 (2-(2-hydroxyethyl)imidazole), C([O-])([O-])=O.[K+].[K+] (potassium carbonate). Solvent: CN(C)C=O (DMF). The product is C(C1=CC=CC=C1)OC1=CC=C(C=C1)CCCCN1C(=NC=C1)CCO (2-(1-{4-[4-(benzyloxy)phenyl]butyl}-1H-imidazol-2-yl)-1-ethanol). Isolated yield 80.4%. As a reaction SMILES: I[CH2:2][CH2:3][CH2:4][CH2:5][C:6]1[CH:11]=[CH:10][C:9]([O:12][CH2:13][C:14]2[CH:19]=[CH:18][CH:17]=[CH:16][CH:15]=2)=[CH:8][CH:7]=1.[OH:20][CH2:21][CH2:22][C:23]1[NH:24][CH:25]=[CH:26][N:27]=1.C(=O)([O-])[O-].[K+].[K+]>CN(C=O)C>[CH2:13]([O:12][C:9]1[CH:10]=[CH:11][C:6]([CH2:5][CH2:4][CH2:3][CH2:2][N:24]2[CH:25]=[CH:26][N:27]=[C:23]2[CH2:22][CH2:21][OH:20])=[CH:7][CH:8]=1)[C:14]1[CH:19]=[CH:18][CH:17]=[CH:16][CH:15]=1 |f:2.3.4|. Procedure: Benzyl 4-(4-iodobutyl)phenyl ether (14.29 g), 2-(2-hydroxyethyl)imidazole (13.1 g) and potassium carbonate (5.39 g) were stirred in DMF (390 ml) at 60° C. for 16 hours. After cooling, the insoluble matter was filtered off; the filtrate was concentrated under reduced pressure. The residue was dissolved in ethyl acetate and washed with water and saturated brine. Under reduced pressure, the solvent was distilled off; the residue was purified by column chromatography (eluent:ethyl acetate:methanol=1... Reactants: [C-]#[C-] (Acetylide), NC1=CC=C(C(=O)C2=CC=C(C=C2)F)C=C1 (4-amino-4′-fluorobenzophenone), [C-]#[C-].[Na+].[Na+] (sodium acetylide), NC1=CC=C(C(=O)C2=CC=C(C=C2)F)C=C1 (4-amino-4′-fluorobenzophenone). The solvent is C#C (acetylene). Product: NC1=CC=C(C=C1)C(C#C)(O)C1=CC=C(C=C1)F (1-(4-aminophenyl)-1-(4-fluorophenyl)-2-propyn-1-ol). As a reaction SMILES: [C-:1]#[C-:2].[C-]#[C-].[Na+].[Na+].[NH2:7][C:8]1[CH:22]=[CH:21][C:11]([C:12]([C:14]2[CH:19]=[CH:18][C:17]([F:20])=[CH:16][CH:15]=2)=[O:13])=[CH:10][CH:9]=1>C#C>[NH2:7][C:8]1[CH:22]=[CH:21][C:11]([C:12]([C:14]2[CH:19]=[CH:18][C:17]([F:20])=[CH:16][CH:15]=2)([OH:13])[C:1]#[CH:2])=[CH:10][CH:9]=1 |f:1.2.3|. Reported procedure: Referring now to FIG. 2, wherein one non-limiting approach to the 1-(4-aminophenyl)-1-(4-fluorophenyl)-2-propyn-1-ol is presented, 4,4′-difluorobenzophenone (7) is reacted with a secondary amine HNR′″R″″ to give the 4-amino-4′-fluorobenzophenone 8, where R′″ and R″″ may be the same as R36 and R37, respectively, as set forth and claimed herein. Acetylide anion, for example, sodium acetylide in acetylene saturated dimethylformamide, is added to the carbonyl of 4-amino-4′-fluorobenzophenone 8 to gi...